From a dataset of the Open Reaction Database (ORD), a public repository of structured organic reaction records. describe an organic reaction: reactants, conditions, products, and yield The reactants are [Si](C)(C)(C(C)(C)C)OCC(CN1C=C2N(C(N(C(C2=C1C=1C=C(C#N)C=CC1)=O)C)=O)C)O (3-(6-(3-((tert-Butyldimethylsilyl)oxy)-2-hydroxypropyl)-1,3-dimethyl-2,4-dioxo-2,3,4,6-tetrahydro-1H-pyrrolo[3,4-d]pyrimidin-5-yl)benzonitrile), [H-].[Na+] (sodium hydride), BrCC(=O)N(C)OC (2-Bromo-N-methoxy-N-methylacetamide). Solvent: C1CCOC1 (THF). Reaction conditions: time 20 minute. Yields the product [Si](C)(C)(C(C)(C)C)OCC(CN1C=C2N(C(N(C(C2=C1C1=CC(=CC=C1)C#N)=O)C)=O)C)OCC(=O)N(C)OC (2-((1-((tert-Butyldimethylsilyl)oxy)-3-(5-(3-cyanophenyl)-1,3-dimethyl-2,4-dioxo-3,4-dihydro-1H-pyrrolo[3,4-d]pyrimidin-6(2H)-yl)propan-2-yl)oxy)-N-methoxy-N-methylacetamide). Reaction SMILES: [Si:1]([O:8][CH2:9][CH:10]([OH:33])[CH2:11][N:12]1[C:20]([C:21]2[CH:22]=[C:23]([CH:26]=[CH:27][CH:28]=2)[C:24]#[N:25])=[C:19]2[C:14]([N:15]([CH3:32])[C:16](=[O:31])[N:17]([CH3:30])[C:18]2=[O:29])=[CH:13]1)([C:4]([CH3:7])([CH3:6])[CH3:5])([CH3:3])[CH3:2].[H-].[Na+].Br[CH2:37][C:38]([N:40]([O:42][CH3:43])[CH3:41])=[O:39]>C1COCC1>[Si:1]([O:8][CH2:9][CH:10]([O:33][CH2:37][C:38]([N:40]([O:42][CH3:43])[CH3:41])=[O:39])[CH2:11][N:12]1[C:20]([C:21]2[CH:28]=[CH:27][CH:26]=[C:23]([C:24]#[N:25])[CH:22]=2)=[C:19]2[C:14]([N:15]([CH3:32])[C:16](=[O:31])[N:17]([CH3:30])[C:18]2=[O:29])=[CH:13]1)([C:4]([CH3:7])([CH3:6])[CH3:5])([CH3:2])[CH3:3] |f:1.2|. Reported procedure: To a stirred solution of 3-(6-(3-((tert-Butyldimethylsilyl)oxy)-2-hydroxypropyl)-1,3-dimethyl-2,4-dioxo-2,3,4,6-tetrahydro-1H-pyrrolo[3,4-d]pyrimidin-5-yl)benzonitrile (Example 9a, step 1) (280 mg, 0.597 mmol) in THF (5975 μL) was added sodium hydride (60% in mineral oil) (71.7 mg, 1.792 mmol) at 0° C. The resulting red solution was warmed to room temperature and stirred for 20 minutes, before being cooled to 0° C. 2-Bromo-N-methoxy-N-methylacetamide (Example 13, step 1) (141 mg, 0.777 mmol) was... Reactants: ClC1=NC2=CC(=C(C=C2N=C1C(C)C)Cl)Cl (2,6,7-trichloro-3-isopropylquinoxaline), [F-].[K+] (potassium fluoride), SC=1SC(=NN1)C (2-mercapto-5-methyl-1,3,4-thiadiazole). Run in CN(C)C=O (DMF). Conditions: time 8 hour. Yields the product ClC=1C=C2N=C(C(=NC2=CC1Cl)C(C)C)SC=1SC(=NN1)C (6,7-Dichloro-2-isopropyl-3-(5-methyl-1,3,4-thiadiazol-2-ylsulfanyl)quinoxaline). Reaction SMILES: Cl[C:2]1[C:11]([CH:12]([CH3:14])[CH3:13])=[N:10][C:9]2[C:4](=[CH:5][C:6]([Cl:16])=[C:7]([Cl:15])[CH:8]=2)[N:3]=1.[F-].[K+].[SH:19][C:20]1[S:21][C:22]([CH3:25])=[N:23][N:24]=1>CN(C=O)C>[Cl:16][C:6]1[CH:5]=[C:4]2[C:9](=[CH:8][C:7]=1[Cl:15])[N:10]=[C:11]([CH:12]([CH3:14])[CH3:13])[C:2]([S:19][C:20]1[S:21][C:22]([CH3:25])=[N:23][N:24]=1)=[N:3]2 |f:1.2|. Procedure details: To a solution of 2,6,7-trichloro-3-isopropylquinoxaline (51 mg, 0.18 mmol) in DMF (4 ml) was added potassium fluoride 40% wt on alumina (80 mg, 0.55 mmol) followed by 2-mercapto-5-methyl-1,3,4-thiadiazole (26 mg, 0.20 mmol). The reaction mixture was stirred at room temperature overnight. The product was purified by flash column chromatography using ethyl acetate:hexanes 1:5 affording the title compound as a white solid. Reactants: CC(=O)O, CON, CON(C)Cc1csc(NC(=O)NCc2cccc(F)c2)n1, O, [Zn]. The product is CNCc1csc(NC(=O)NCc2cccc(F)c2)n1. RXN SMILES: [C:27]([OH:28])(=[O:29])[CH3:30].[CH3:1][O:2][NH2:3].[F:4][c:5]1[cH:6][c:7]([CH2:8][NH:9][C:10]([NH:11][c:12]2[s:13][cH:14][c:15]([CH2:17][N:18]([CH3:19])[O:20][CH3:21])[n:16]2)=[O:22])[cH:23][cH:24][cH:25]1.[OH2:26].[Zn:31]>>[F:4][c:5]1[cH:6][c:7]([CH2:8][NH:9][C:10]([NH:11][c:12]2[s:13][cH:14][c:15]([CH2:17][NH:18][CH3:19])[n:16]2)=[O:22])[cH:23][cH:24][cH:25]1.